From a dataset of the Open Reaction Database (ORD), a public repository of structured organic reaction records. describe an organic reaction: reactants, conditions, products, and yield Starting materials: ClC(Cl)Cl, OCc1cn2c(ccc3ccccc32)n1. Yields the product O=Cc1cn2c(ccc3ccccc32)n1. As a reaction SMILES: [CH:16]([Cl:17])([Cl:18])[Cl:19].[cH:1]1[c:2]([CH2:14][OH:15])[n:3][c:4]2[n:5]1[c:6]1[cH:7][cH:8][cH:9][cH:10][c:11]1[cH:12][cH:13]2>>[cH:1]1[c:2]([CH:14]=[O:15])[n:3][c:4]2[n:5]1[c:6]1[cH:7][cH:8][cH:9][cH:10][c:11]1[cH:12][cH:13]2.